This data is from the Open Reaction Database (ORD), a public repository of structured organic reaction records. The task is: describe an organic reaction: reactants, conditions, products, and yield Product: C(C)(=O)OCC1=CC(=CC=C1)OC1=CC=CC=C1 (3-phenoxybenzyl acetate). The solvent is C=1(C(=CC=CC1)C)C (xylene). Reactants: C1(=CC=CC=C1)O (phenol), [OH-].[K+] (potassium hydroxide), C(C)(=O)OCC1=CC(=CC=C1)Br (3-bromobenzyl acetate). Yield: 77.0%. As a reaction SMILES: [C:1]1([OH:7])[CH:6]=[CH:5][CH:4]=[CH:3][CH:2]=1.[OH-].[K+].[C:10]([O:13][CH2:14][C:15]1[CH:20]=[CH:19][CH:18]=[C:17](Br)[CH:16]=1)(=[O:12])[CH3:11]>C1(C)C(C)=CC=CC=1>[C:10]([O:13][CH2:14][C:15]1[CH:20]=[CH:19][CH:18]=[C:17]([O:7][C:1]2[CH:6]=[CH:5][CH:4]=[CH:3][CH:2]=2)[CH:16]=1)(=[O:12])[CH3:11] |f:1.2|. Reported procedure: 10.35 g. (0.11 mole) of phenol, 6.15 g. (0.11 mole) of potassium hydroxide and 35 cm3. of xylene are weighed together. The water is azeotropically distilled with stirring and boiling. 5 cm3. of pyridine and 0.5 g. of copper(I) chloride are added then 22.91 g. (0.1 mole) of 3-bromobenzyl acetate are dropped into the reaction mixture during 15 minutes with stirring and boiling. The reaction mixture is boiled with stirring for an additional three hours. After cooling the reaction mixture is filtere...